This data is from the Open Reaction Database (ORD), a public repository of structured organic reaction records. The task is: describe an organic reaction: reactants, conditions, products, and yield Product: CCOC(=O)CNC(=O)c1ccc(Nc2ccccc2)cn1. Reactants: CCOC(=O)CN, CCN=C=NCCCN(C)C, CCN(C(C)C)C(C)C, Cl, Cl, CN(C)C=O, O, On1nnc2ccccc21, O=C(O)c1ccc(Nc2ccccc2)cn1. Reaction SMILES: [CH2:49]([CH3:50])[O:51][C:52]([CH2:53][NH2:54])=[O:55].[CH3:36][CH2:37][N:38]=[C:39]=[N:40][CH2:41][CH2:42][CH2:43][N:44]([CH3:45])[CH3:46].[CH:17]([N:18]([CH2:19][CH3:20])[CH:21]([CH3:22])[CH3:23])([CH3:24])[CH3:25].[ClH:47].[ClH:48].[O:56]=[CH:57][N:58]([CH3:59])[CH3:60].[OH2:61].[OH:26][n:27]1[c:28]2[c:29]([cH:30][cH:31][cH:32][cH:33]2)[n:34][n:35]1.[c:1]1([NH:7][c:8]2[cH:9][cH:10][c:11]([C:14](=[O:15])[OH:16])[n:12][cH:13]2)[cH:2][cH:3][cH:4][cH:5][cH:6]1>>[c:1]1([NH:7][c:8]2[cH:9][cH:10][c:11]([C:14](=[O:16])[NH:54][CH2:53][C:52]([O:51][CH2:49][CH3:50])=[O:55])[n:12][cH:13]2)[cH:2][cH:3][cH:4][cH:5][cH:6]1. Starting materials: C1OC2=CC3=C(CC(SCC3=O)C(=O)OC)C=C2O1 (Methyl 7,8-methylenedioxy-5-oxo-1,2,4,5-tetrahydro-3-benzothiepine-2-carboxylate), [OH-].[K+] (KOH), O (water). The solvent is CO (methanol). Product: C1OC2=CC3=C(CC(SCC3=O)C(=O)O)C=C2O1 (7,8-methylenedioxy-5-oxo-1,2,4,5-tetrahydro-3-benzothiepine-2-carboxylic acid). The yield is 86.1%. RXN SMILES: [CH2:1]1[O:19][C:18]2[C:3](=[CH:4][C:5]3[C:11](=[O:12])[CH2:10][S:9][CH:8]([C:13]([O:15]C)=[O:14])[CH2:7][C:6]=3[CH:17]=2)[O:2]1.[OH-].[K+].O>CO>[CH2:1]1[O:19][C:18]2[C:3](=[CH:4][C:5]3[C:11](=[O:12])[CH2:10][S:9][CH:8]([C:13]([OH:15])=[O:14])[CH2:7][C:6]=3[CH:17]=2)[O:2]1 |f:1.2|. Procedure: Methyl 7,8-methylenedioxy-5-oxo-1,2,4,5-tetrahydro-3-benzothiepine-2-carboxylate (16.5 g) was suspended in methanol (100 ml), to which 2N--KOH (100 ml) was added. After stirring for an hour at room temperature, the mixture was poured into water, acidified and then extracted with ethyl acetate. The ethyl acetate layer was washed with water, dried (MgSO4) and concentrated to afford 7,8-methylenedioxy-5-oxo-1,2,4,5-tetrahydro-3-benzothiepine-2-carboxylic acid (13.5 g, 86%). Recrystallization from e... The reactants are CN, CCO, CO, CC(C)=O, O=C(O)Cc1cccc2c1Cc1c-2[nH]c(=O)c2nccn12. The product is CNC(=O)Cc1cccc2c1Cc1c-2[nH]c(=O)c2nccn12. RXN SMILES: [CH3:22][NH2:23].[CH3:24][CH2:25][OH:26].[CH3:27][OH:28].[CH3:29][C:30](=[O:31])[CH3:32].[O:1]=[c:2]1[c:3]2[n:4]([c:5]3[c:6]([nH:7]1)-[c:8]1[cH:9][cH:10][cH:11][c:12]([CH2:15][C:16](=[O:17])[OH:18])[c:13]1[CH2:14]3)[cH:19][cH:20][n:21]2>>[O:1]=[c:2]1[c:3]2[n:4]([c:5]3[c:6]([nH:7]1)-[c:8]1[cH:9][cH:10][cH:11][c:12]([CH2:15][C:16](=[O:18])[NH:23][CH3:22])[c:13]1[CH2:14]3)[cH:19][cH:20][n:21]2. The reactants are C[Si](C)(C)C#C[Si](C)(C)C, O=C(O)CC1CCCCC1, C#CC(=O)CC1CCCCC1, CC1C(B2C3CCCC2CCC3)CC2CC1C2(C)C, [Cl-], [Na+], [Na+], O, O, O, O, O, O, O, O, OB1O[B-]2(O)OB(O)O[B-](O)(O1)O2. The product is C#CC(O)CC1CCCCC1. RXN SMILES: [CH3:1][Si:2]([C:3]#[C:4][Si:5]([CH3:6])([CH3:7])[CH3:8])([CH3:9])[CH3:10].[CH:12]1([CH2:13][C:14]([OH:15])=[O:16])[CH2:17][CH2:18][CH2:19][CH2:20][CH2:21]1.[CH:45]1([CH2:51][C:52]([C:53]#[CH:54])=[O:55])[CH2:46][CH2:47][CH2:48][CH2:49][CH2:50]1.[CH:56]12[CH2:57][CH:58]([C:59]1([CH3:60])[CH3:61])[CH2:62][CH:63]([B:64]1[CH:65]3[CH2:66][CH2:67][CH2:68][CH:69]1[CH2:70][CH2:71][CH2:72]3)[CH:73]2[CH3:74].[Cl-:11].[Na+:22].[Na+:23].[OH2:24].[OH2:25].[OH2:26].[OH2:27].[OH2:28].[OH2:29].[OH2:30].[OH2:31].[OH:32][B:33]1[O:34][B-:35]2([OH:44])[O:36][B-:37]([OH:42])([O:38][B:39]([OH:41])[O:40]2)[O:43]1>>[CH:45]1([CH2:51][CH:52]([C:53]#[CH:54])[OH:55])[CH2:46][CH2:47][CH2:48][CH2:49][CH2:50]1. The reactants are ClC=1C=C(C(=O)NC2=C(C=CC(=C2)C(F)(F)F)O)C=CN1 (2-chloro-N-[2-hydroxy-5-(trifluoromethyl)phenyl]isonicotinamide), O1CCCC1 (tetrahydrofuran), C1(=CC=CC=C1)P(C1=CC=CC=C1)C1=CC=CC=C1 (triphenylphosphine), N(=NC(=O)OCC)C(=O)OCC (diethyl azodicarboxylate). The solvent is C1(=CC=CC=C1)C (toluene). Reaction conditions: time 1.5 hour. The product is ClC1=NC=CC(=C1)C=1OC2=C(N1)C=C(C=C2)C(F)(F)F (2-(2-chloropyridin-4-yl)-5-(trifluoromethyl)benzoxazole). The yield is 82.6%. Reaction SMILES: [Cl:1][C:2]1[CH:3]=[C:4]([CH:19]=[CH:20][N:21]=1)[C:5]([NH:7][C:8]1[CH:13]=[C:12]([C:14]([F:17])([F:16])[F:15])[CH:11]=[CH:10][C:9]=1[OH:18])=O.O1CCCC1.C1(P(C2C=CC=CC=2)C2C=CC=CC=2)C=CC=CC=1.N(C(OCC)=O)=NC(OCC)=O>C1(C)C=CC=CC=1>[Cl:1][C:2]1[CH:3]=[C:4]([C:5]2[O:18][C:9]3[CH:10]=[CH:11][C:12]([C:14]([F:17])([F:16])[F:15])=[CH:13][C:8]=3[N:7]=2)[CH:19]=[CH:20][N:21]=1. Procedure details: To a mixture of 0.77 g of 2-chloro-N-[2-hydroxy-5-(trifluoromethyl)phenyl]isonicotinamide, 20 ml of tetrahydrofuran and 0.80 g of triphenylphosphine, 1.32 g of 40% toluene solution of diethyl azodicarboxylate was added dropwise at room temperature, and the mixture solution was stirred for 1.5 hours at room temperature and then 1.5 hours at 60° C. The reaction mixture was cooled to room temperature, and then concentrated under reduced pressure. The residue was subjected to silica gel column chrom... Reactants: O (water), C(#N)C1=CC=C(C=C1)NC(=N)N ((4-cyanophenyl)guanidine), C(C)(=O)[O-].[Na+] (sodium acetate), C(C)OC(C(C(=O)OCC)=COCC)=O (diethyl(ethoxymethylene)malonate). Run in CN1C(CCC1)=O (N-methyl-pyrrolidinone). Reaction conditions: temperature 100 celsius, time 1 hour. Product: O=C1N=C(NC=C1)NC1=CC=C(C#N)C=C1 (4-[(1,4-dihydro-4-oxo-2-pyrimidinyl)amino]benzonitrile). Yield: 94.8%. As a reaction SMILES: [C:1]([C:3]1[CH:8]=[CH:7][C:6]([NH:9][C:10]([NH2:12])=[NH:11])=[CH:5][CH:4]=1)#[N:2].C([O-])(=O)C.[Na+].C([O:20][C:21](=O)[C:22](=COCC)[C:23](OCC)=O)C.O>CN1CCCC1=O>[O:20]=[C:21]1[CH:22]=[CH:23][NH:12][C:10]([NH:9][C:6]2[CH:5]=[CH:4][C:3]([C:1]#[N:2])=[CH:8][CH:7]=2)=[N:11]1 |f:1.2|. Procedure: A mixture of 64 g (0.4 mol) of (4-cyanophenyl)guanidine, 98.4 g (1.2 mol) sodium acetate and 76.6 g (0.44 mol) diethyl(ethoxymethylene)malonate in 600 ml N-methyl-pyrrolidinone (NMP) was heated to 100° C. and stirred for 1 hour at that temperature. 81 ml of demineralized water was added and the reaction mixture was further heated to reflux temperature. About 120 ml of the solvent was evaporated until the temperature of the reaction mixture reached the range of 155° C. to 160° C. Subsequently the... Reactants: [Mg] (magnesium), CC(C)(C)C=1C=C(C=CC1O)C=C1C(NCS1)=O (5-[[3-(1,1-dimethylethyl)-4-hydroxyphenyl]methylene]-4-thiazolidinone), [Mg] (Magnesium), [Mg] (magnesium), C(C)(=O)OCC (ethyl acetate). Run in CO (methanol). Conditions: time 3 hour. Yields the product CC(C)(C)C=1C=C(C=CC1O)CC1C(NCS1)=O (5-[[3-(1,1-dimethylethyl)-4-hydroxyphenyl]methyl]-4-thiazolidinone). The yield is 72.9%. RXN SMILES: [CH3:1][C:2]([C:5]1[CH:6]=[C:7]([CH:12]=[C:13]2[S:17][CH2:16][NH:15][C:14]2=[O:18])[CH:8]=[CH:9][C:10]=1[OH:11])([CH3:4])[CH3:3].[Mg].C(OCC)(=O)C>CO>[CH3:4][C:2]([C:5]1[CH:6]=[C:7]([CH2:12][CH:13]2[S:17][CH2:16][NH:15][C:14]2=[O:18])[CH:8]=[CH:9][C:10]=1[OH:11])([CH3:1])[CH3:3]. Procedure: A portion of the title compound from Example 77 (395.1 mg; 1.5 mmol) was dissolved in 9 ml of methanol. Magnesium (72.9 mg; 3.0 mmol) was then added to the solution and the resulting reaction mixture was stirred at room temperature for 3 hours. After 3 hours, most of the magnesium which had been added originally appeared to be gone so an additional 182.3 mg (7.5 mmol) of magnesium were added. Stirring of the reaction solution at room temperature continued overnight. By the next morning a yellow ...